From a dataset of the Open Reaction Database (ORD), a public repository of structured organic reaction records. describe an organic reaction: reactants, conditions, products, and yield The reactants are C(C=C)C1=C(C2=C(C(OC2)=O)C=C1)CCC (5-allyl-4-propyl-2-benzofuran-1(3H)-one), O=[O+][O-] (ozone), CSC (dimethyl sulfide). Solvent: CO (methanol). Yields the product O=C1OCC2=C1C=CC(=C2CCC)CC=O ((1-oxo-4-propyl-1,3-dihydro-2-benzofuran-5-yl)acetaldehyde). Reaction SMILES: [CH2:1]([C:4]1[CH:13]=[CH:12][C:7]2[C:8](=[O:11])[O:9][CH2:10][C:6]=2[C:5]=1[CH2:14][CH2:15][CH3:16])[CH:2]=C.[O:17]=[O+][O-].CSC>CO>[O:11]=[C:8]1[C:7]2[CH:12]=[CH:13][C:4]([CH2:1][CH:2]=[O:17])=[C:5]([CH2:14][CH2:15][CH3:16])[C:6]=2[CH2:10][O:9]1. Reported procedure: To the flask charged with 5-allyl-4-propyl-2-benzofuran-1(3H)-one (60 mg) was added methanol (10 mL). The solution was chilled to −78° C. before ozone was bubbled through. Ozone was stopped when the solution turned light blue. Excess ozone was removed by bubbling nitrogen through the solution, which was followed by addition of dimethyl sulfide (170 mg, 2.8 mmol). The mixture was allowed to warm to RT. The desired product, (1-oxo-4-propyl-1,3-dihydro-2-benzofuran-5-yl)acetaldehyde, was purified b...